This data is from the Open Reaction Database (ORD), a public repository of structured organic reaction records. The task is: describe an organic reaction: reactants, conditions, products, and yield The reactants are Brc1cc(Br)cc(Br)c1, CCOC(C)=O, [H-], [H][H], N, [Na+], O, Oc1cccnc1, Cc1cc(C)nc(C)c1. Yields the product Brc1cc(Br)cc(Oc2cccnc2)c1. Reaction SMILES: [Br:10][c:11]1[cH:12][c:13]([Br:18])[cH:14][c:15]([Br:17])[cH:16]1.[CH3:31][CH2:32][O:33][C:34](=[O:35])[CH3:36].[H-:1].[H:28][H:29].[NH3:30].[Na+:2].[OH2:37].[OH:3][c:4]1[cH:5][n:6][cH:7][cH:8][cH:9]1.[n:19]1[c:20]([CH3:21])[cH:22][c:23]([CH3:24])[cH:25][c:26]1[CH3:27]>>[O:3]([c:4]1[cH:5][n:6][cH:7][cH:8][cH:9]1)[c:15]1[cH:14][c:13]([Br:18])[cH:12][c:11]([Br:10])[cH:16]1.